Dataset: the Open Reaction Database (ORD), a public repository of structured organic reaction records. Task: describe an organic reaction: reactants, conditions, products, and yield Reactants: CC1(NC(CS(C1)(=O)=O)(C)C)C (2,2,6,6-tetramethyl-1-aza-4-thiacyclohexane-4,4-dioxide), Cl[O-].[Na+] (sodium hypochlorite). Run in O (water), Cl (hydrochloric acid). Conditions: temperature 0 celsius, time 10 minute. Yields the product ClN1C(CS(CC1(C)C)(=O)=O)(C)C (1-chloro-2,2,6,6-tetramethyl-1-aza-4-thiacyclohexane-4,4-dioxide). As a reaction SMILES: [CH3:1][C:2]1([CH3:12])[CH2:7][S:6](=[O:9])(=[O:8])[CH2:5][C:4]([CH3:11])([CH3:10])[NH:3]1.[Cl:13][O-].[Na+]>O.Cl>[Cl:13][N:3]1[C:2]([CH3:12])([CH3:1])[CH2:7][S:6](=[O:9])(=[O:8])[CH2:5][C:4]1([CH3:11])[CH3:10] |f:1.2|. Reported procedure: 19.1 g (0.1 mole) of 2,2,6,6-tetramethyl-1-aza-4-thiacyclohexane-4,4-dioxide is dissolved in 100 ml of water and 10 ml of 10N hydrochloric acid. The resulting solution is cooled to 0°C and within 90 minutes an addition made dropwise at between 0° and 5°C, with stirring, of 125 ml of a freshly prepared sodium hypochlorite solution (36 g of sodium hydroxide is dissolved in 300 ml of water, and at 0°C 24 g of chlorine introduced). The reaction mixture is further stirred for 10 minutes at 0°-5°C; th... Starting materials: BrCc1ccccc1, O=C1CC2CCNCC2c2ccc(F)cc21. Product: O=C1CC2CCN(Cc3ccccc3)CC2c2ccc(F)cc21. Reaction SMILES: [Br:17][CH2:18][c:19]1[cH:20][cH:21][cH:22][cH:23][cH:24]1.[F:1][c:2]1[cH:3][cH:4][c:5]2[c:6]([cH:16]1)[C:7](=[O:15])[CH2:8][CH:9]1[CH2:10][CH2:11][NH:12][CH2:13][CH:14]21>>[F:1][c:2]1[cH:3][cH:4][c:5]2[c:6]([cH:16]1)[C:7](=[O:15])[CH2:8][CH:9]1[CH2:10][CH2:11][N:12]([CH2:18][c:19]3[cH:20][cH:21][cH:22][cH:23][cH:24]3)[CH2:13][CH:14]21.